Dataset: the Open Reaction Database (ORD), a public repository of structured organic reaction records. Task: describe an organic reaction: reactants, conditions, products, and yield Reactants: COC(C)(C)C, [Mg]Cc1ccccc1, CC(C)(C)S(=O)N=C(c1cc(F)cc(C(F)(F)F)c1)c1ccc(Cl)cn1. Product: CC(C)(C)S(=O)NC(Cc1ccccc1)(c1cc(F)cc(C(F)(F)F)c1)c1ccc(Cl)cn1. Reaction SMILES: [C:35]([O:36][CH3:37])([CH3:38])([CH3:39])[CH3:40].[CH2:27]([c:28]1[cH:29][cH:30][cH:31][cH:32][cH:33]1)[Mg:34].[Cl:1][c:2]1[cH:3][cH:4][c:5]([C:8](=[N:9][S:10](=[O:11])[C:12]([CH3:13])([CH3:14])[CH3:15])[c:16]2[cH:17][c:18]([F:26])[cH:19][c:20]([C:22]([F:23])([F:24])[F:25])[cH:21]2)[n:6][cH:7]1>>[Cl:1][c:2]1[cH:3][cH:4][c:5]([C:8]([NH:9][S:10](=[O:11])[C:12]([CH3:13])([CH3:14])[CH3:15])([c:16]2[cH:17][c:18]([F:26])[cH:19][c:20]([C:22]([F:23])([F:24])[F:25])[cH:21]2)[CH2:27][c:28]2[cH:29][cH:30][cH:31][cH:32][cH:33]2)[n:6][cH:7]1. The reactants are CCOC(=O)C1=CN=C(O1)N, CCOC(=O)C1=CN=C(C=C1)Cl. The reagents and catalysts are C(=O)([O-])[O-].[Cs+].[Cs+], CC1(C2=C(C(=CC=C2)P(C3=CC=CC=C3)C4=CC=CC=C4)OC5=C1C=CC=C5P(C6=CC=CC=C6)C7=CC=CC=C7)C, C1=CC=C(C=C1)/C=C/C(=O)/C=C/C2=CC=CC=C2.C1=CC=C(C=C1)/C=C/C(=O)/C=C/C2=CC=CC=C2.C1=CC=C(C=C1)/C=C/C(=O)/C=C/C2=CC=CC=C2.[Pd].[Pd]. Solvent: C1COCCO1. Run at temperature 160 celsius. Yields the product CCOC(=O)C1=CN=C(C=C1)NC2=NC=C(O2)C(=O)OCC. Yield: 67.2%. Reported procedure: Objective: Test of scope in the coupling of ester substituted aminooxazole  To an oven-dried microwave vial was added ethyl 2-aminooxazole-5-carboxylate (156 mg, 1.00 mmol), cesium carbonate (651 mg, 2.00 mmol), TRIS(DIBENZYLIDENEACETONE)DIPALLADIUM(0) (22.87 mg, 0.02 mmol) and (9,9-dimethyl-9H-xanthene-4,5-diyl)bis(diphenylphosphine) (43.4 mg, 0.075 mmol) and the vial was capped and purged with nitrogen. ethyl 6-chloronicotinate (185 mg, 1.00 mmol) and dioxane (4 mL) (degassed) were added and t...